Dataset: the Open Reaction Database (ORD), a public repository of structured organic reaction records. Task: describe an organic reaction: reactants, conditions, products, and yield RXN SMILES: [CH3:1][O:2][C:3]([CH2:4][c:5]1[c:6]([CH:16]2[CH2:17][CH2:18]2)[nH:7][c:8]2[cH:9][cH:10][c:11]([O:14][CH3:15])[cH:12][c:13]12)=[O:19].[Cl:20][CH2:21][c:22]1[cH:23][cH:24][cH:25][cH:26][cH:27]1.[O:28]=[CH:29][N:30]([CH3:31])[CH3:32].[OH2:33]>>[CH3:1][O:2][C:3]([CH2:4][c:5]1[c:6]([CH:16]2[CH2:17][CH2:18]2)[n:7]([CH2:21][c:22]2[cH:23][cH:24][cH:25][cH:26][cH:27]2)[c:8]2[cH:9][cH:10][c:11]([O:14][CH3:15])[cH:12][c:13]12)=[O:19]. Reactants: COC(=O)Cc1c(C2CC2)[nH]c2ccc(OC)cc12, ClCc1ccccc1, CN(C)C=O, O. The product is COC(=O)Cc1c(C2CC2)n(Cc2ccccc2)c2ccc(OC)cc12. Product: ClC1=C(C=C(C=C1)C1=CC(=CC=2C=C3N(C12)CCCNC3=O)C#N)F (7-(4-Chloro-3-fluorophenyl)-1-oxo-2,3,4,5-tetrahydro-[1,4]diazepino[1,2-a]indole-9-carbonitrile). The reactants are solid, BrC1=CC(=CC=2C=C3N(C12)CCCNC3=O)C#N (7-bromo-1-oxo-2,3,4,5-tetrahydro-[1,4]diazepino[1,2-a]indole-9-carbonitrile), BrC1=CC(=CC=2C=C3N(C12)CCCNC3=O)C#N (7-bromo-1-oxo-2,3,4,5-tetrahydro-[1,4]diazepino[1,2-a]indole-9-carbonitrile), ClC1=C(C=C(C=C1)B(O)O)F (4-chloro-3-fluoro-phenylboronic acid). As a reaction SMILES: Br[C:2]1[C:10]2[N:9]3[CH2:11][CH2:12][CH2:13][NH:14][C:15](=[O:16])[C:8]3=[CH:7][C:6]=2[CH:5]=[C:4]([C:17]#[N:18])[CH:3]=1.[Cl:19][C:20]1[CH:25]=[CH:24][C:23](B(O)O)=[CH:22][C:21]=1[F:29]>>[Cl:19][C:20]1[CH:25]=[CH:24][C:23]([C:2]2[C:10]3[N:9]4[CH2:11][CH2:12][CH2:13][NH:14][C:15](=[O:16])[C:8]4=[CH:7][C:6]=3[CH:5]=[C:4]([C:17]#[N:18])[CH:3]=2)=[CH:22][C:21]=1[F:29]. Reported procedure: The title compound, white solid (74 mg, 84%), MS (ISP) m/z=354.3 [(M+H)+], mp 221.5° C., was prepared in accordance with the general method of example 1 from 7-bromo-1-oxo-2,3,4,5-tetrahydro-[1,4]diazepino[1,2-a]indole-9-carbonitrile (intermediate 20) (76.0 mg, 0.25 mmol) and commercially available 4-chloro-3-fluoro-phenylboronic acid (56.7 mg, 0.325 mmol). The reactants are C12C(CC(C(C=C1)O2)=O)=O (8-oxa-bicyclo[3.2.1]oct-6-ene-2,4-dione). Reagents/catalysts: [Pd] (palladium on charcoal). The solvent is C(C)O (ethanol). Conditions: time 6 hour. The product is C12C(CC(C(CC1)O2)=O)=O (8-oxa-bicyclo[3.2.1]octane-2,4-dione). RXN SMILES: [CH:1]12[O:8][CH:5]([CH:6]=[CH:7]1)[C:4](=[O:9])[CH2:3][C:2]2=[O:10]>C(O)C.[Pd]>[CH:5]12[O:8][CH:1]([CH2:7][CH2:6]1)[C:2](=[O:10])[CH2:3][C:4]2=[O:9]. Procedure: To a stirred solution of 8-oxa-bicyclo[3.2.1]oct-6-ene-2,4-dione (5.1 g) in ethanol (100 ml) was added palladium on charcoal (0.51 g, 5% by wt. catalyst) and the mixture hydrogenated at ambient temperature and pressure over 6 hours. The catalyst was removed by filtration and the solvent evaporated under reduced pressure to afford the required product containing some ethyl enolether of the required product. The reactants are C1CCOC1, O=C(Cl)C1CCCCC1, ClCCl, Cl, Nc1ccc(O)cc1, [Na+], [OH-], c1ccncc1. Yields the product O=C(Nc1ccc(O)cc1)C1CCCCC1. Reaction SMILES: [CH2:30]1[O:31][CH2:32][CH2:33][CH2:34]1.[CH:9]1([C:15](=[O:16])[Cl:17])[CH2:10][CH2:11][CH2:12][CH2:13][CH2:14]1.[Cl:27][CH2:28][Cl:29].[ClH:26].[NH2:1][c:2]1[cH:3][cH:4][c:5]([OH:6])[cH:7][cH:8]1.[Na+:25].[OH-:24].[cH:18]1[cH:19][cH:20][n:21][cH:22][cH:23]1>>[NH:1]([c:2]1[cH:3][cH:4][c:5]([OH:6])[cH:7][cH:8]1)[C:15]([CH:9]1[CH2:10][CH2:11][CH2:12][CH2:13][CH2:14]1)=[O:16]. Reactants: OC(CNC(C)=O)C1=CC=CC=C1 (N-(2-hydroxy-2-phenyl-ethyl)-acetamide), [Cr](=O)(=O)([O-])Cl.[NH+]1=CC=CC=C1 (pyridinium chlorochromate). Run in C(Cl)Cl (methylene chloride). Run at time 5 hour. Product: O=C(CNC(C)=O)C1=CC=CC=C1 (N-(2-oxo-2-phenyl-ethyl)-acetamide). Yield: 52.5%. As a reaction SMILES: [OH:1][CH:2]([C:8]1[CH:13]=[CH:12][CH:11]=[CH:10][CH:9]=1)[CH2:3][NH:4][C:5](=[O:7])[CH3:6].[Cr](Cl)([O-])(=O)=O.[NH+]1C=CC=CC=1>C(Cl)Cl>[O:1]=[C:2]([C:8]1[CH:13]=[CH:12][CH:11]=[CH:10][CH:9]=1)[CH2:3][NH:4][C:5](=[O:7])[CH3:6] |f:1.2|. Reported procedure: A mixture of N-(2-hydroxy-2-phenyl-ethyl)-acetamide (7.68 g, 43 mmol), prepared in the previous step, and pyridinium chlorochromate (14.0 g, 65 mmol) in 800 ml of methylene chloride was stirred at room temperature for 5 hours. The organic phase was decanted from a black oily residue in the flask. This black residue was triturated with methylene chloride and then with 10% methanol-methylene chloride. The organic phases were concentrated under reduced pressure and the residue chromatographed on 40... The solvent is O (water). Reaction SMILES: [OH-].[K+].C[O:4][C:5](=[O:18])[C:6]1[C:11]([CH3:12])=[C:10]([O:13][CH3:14])[CH:9]=[C:8]([OH:15])[C:7]=1[CH:16]=[O:17].Cl>O>[OH:17][CH:16]1[C:7]2[C:6](=[C:11]([CH3:12])[C:10]([O:13][CH3:14])=[CH:9][C:8]=2[OH:15])[C:5](=[O:18])[O:4]1 |f:0.1|. Product: OC1OC(C2=C(C(=CC(=C12)O)OC)C)=O ((RS)-3,4-dihydroxy-6-methoxy-7-methyl-1,3-dihydro-iso-benzofuran-1-one). Isolated yield 98.1%. Starting materials: [OH-].[K+] (potassium hydroxide), COC(C1=C(C(=CC(=C1C)OC)O)C=O)=O (2-formyl-3-hydroxy-5-methoxy-6-methylbenzoic acid methyl ester), Cl (hydrochloric acid). Run at temperature 75 celsius. Procedure: A solution of 28 g of potassium hydroxide in 0.2 l of water was added to 44.8 g of 2-formyl-3-hydroxy-5-methoxy-6-methylbenzoic acid methyl ester. The mixture was warmed to 75° C. within 30 rain and subsequently cooled to 5° C. Upon addition of 50 ml of 10N hydrochloric acid, a precipitate was formed immediately. The mixture was stirred at 0° C. for 30 rain and then filtered. The solid material was washed with water and dried in vacuo. The crude product was triturated with 160 ml of hot ethyl ac... The reactants are CC(=O)Cl, CC(=O)O, CN(C)c1cc(-c2cccc(F)c2)nc2ccc(NC3CC3)cc12. Product: CC(=O)N(c1ccc2nc(-c3cccc(F)c3)cc(N(C)C)c2c1)C1CC1. As a reaction SMILES: [CH3:25][C:26]([Cl:27])=[O:28].[CH3:29][C:30](=[O:31])[OH:32].[CH:1]1([NH:4][c:5]2[cH:6][c:7]3[c:8]([N:22]([CH3:23])[CH3:24])[cH:9][c:10](-[c:15]4[cH:16][c:17]([F:21])[cH:18][cH:19][cH:20]4)[n:11][c:12]3[cH:13][cH:14]2)[CH2:2][CH2:3]1>>[CH:1]1([N:4]([c:5]2[cH:6][c:7]3[c:8]([N:22]([CH3:23])[CH3:24])[cH:9][c:10](-[c:15]4[cH:16][c:17]([F:21])[cH:18][cH:19][cH:20]4)[n:11][c:12]3[cH:13][cH:14]2)[C:26]([CH3:25])=[O:28])[CH2:2][CH2:3]1. The reactants are C1(=CC=CC=C1)CS(=O)(=O)C=1C=C2CC(NC2=CC1)=O (5-phenylmethanesulfonyl-1,3-dihydro-indol-2-one), C[C@@H]1CN(C[C@@H](N1)C)C(CC=1C(=C(NC1C)C=O)C)=O (4-[2-((3R,5S)-3,5-dimethyl-piperazin-1-yl)-2-oxo-ethyl]-3,5-dimethyl-1H-pyrrole-2-carbaldehyde), N1CCCCC1 (piperidine). Solvent: C(C)O (ethanol). Reaction conditions: time 48 hour. Yields the product C[C@@H]1CN(C[C@@H](N1)C)C(CC=1C(=C(NC1C)\C=C\1/C(NC2=CC=C(C=C12)S(=O)(=O)CC1=CC=CC=C1)=O)C)=O (3-[1-{4-[2-((3R,5S)-3,5-Dimethyl-piperazin-1-yl)-2-oxo-ethyl]-3,5-dimethyl-1H-pyrrol-2-yl}-meth-(Z)-ylidene]-5-phenylmethanesulfonyl-1,3-dihydro-indol-2-one). RXN SMILES: [C:1]1([CH2:7][S:8]([C:11]2[CH:12]=[C:13]3[C:17](=[CH:18][CH:19]=2)[NH:16][C:15](=[O:20])[CH2:14]3)(=[O:10])=[O:9])[CH:6]=[CH:5][CH:4]=[CH:3][CH:2]=1.[CH3:21][C@H:22]1[NH:27][C@@H:26]([CH3:28])[CH2:25][N:24]([C:29](=[O:40])[CH2:30][C:31]2[C:32]([CH3:39])=[C:33]([CH:37]=O)[NH:34][C:35]=2[CH3:36])[CH2:23]1.N1CCCCC1>C(O)C>[CH3:21][C@H:22]1[NH:27][C@@H:26]([CH3:28])[CH2:25][N:24]([C:29](=[O:40])[CH2:30][C:31]2[C:32]([CH3:39])=[C:33](/[CH:37]=[C:14]3\[C:15](=[O:20])[NH:16][C:17]4[C:13]\3=[CH:12][C:11]([S:8]([CH2:7][C:1]3[CH:2]=[CH:3][CH:4]=[CH:5][CH:6]=3)(=[O:10])=[O:9])=[CH:19][CH:18]=4)[NH:34][C:35]=2[CH3:36])[CH2:23]1. Procedure details: A mixture of 5-phenylmethanesulfonyl-1,3-dihydro-indol-2-one (100 mg, 0.35 mmol), 4-[2-((3R,5S)-3,5-dimethyl-piperazin-1-yl)-2-oxo-ethyl]-3,5-dimethyl-1H-pyrrole-2-carbaldehyde (184 mg, 0.68 mmol) and piperidine (0.5 eq.) in ethanol (2 mL) was stirred at rt for 48 hours. The reaction was concentrated and triturated with acetone to give the titled compound as a pale orange-red solid. Product: ClC=1C=C(C(=O)O)C=C(C1)S(=O)(=O)C (3-Chloro-5-methanesulfonyl-benzoic acid). The yield is 82.9%. Solvent: O1CCCC1 (tetrahydrofuran), O (water). Run at time 1 hour. Reported procedure: To a solution of 3-chloro-5-methanesulfonyl-benzoic acid methyl ester (2.3 g, 9.25 mmol) in tetrahydrofuran (30 mL) and water (15 mL) was added lithium hydroxide monohydrate (1.164 g, 27.75 mmol) at 25° C. and the reaction mixture was stirred for 1 h. The solvent was evaporated, the residue dissolved in water (25 mL), acidified with 2M aqueous hydrochloric acid to pH 3 and extracted three times with ethyl acetate (40 mL each). The combined organic layers were washed with brine (50 mL), dried ove... RXN SMILES: C[O:2][C:3](=[O:15])[C:4]1[CH:9]=[C:8]([S:10]([CH3:13])(=[O:12])=[O:11])[CH:7]=[C:6]([Cl:14])[CH:5]=1.O.[OH-].[Li+]>O1CCCC1.O>[Cl:14][C:6]1[CH:5]=[C:4]([CH:9]=[C:8]([S:10]([CH3:13])(=[O:12])=[O:11])[CH:7]=1)[C:3]([OH:15])=[O:2] |f:1.2.3|. The reactants are COC(C1=CC(=CC(=C1)S(=O)(=O)C)Cl)=O (3-chloro-5-methanesulfonyl-benzoic acid methyl ester), O.[OH-].[Li+] (lithium hydroxide monohydrate). Reactants: O1CCCC1 (tetrahydrofuran), C(CCC)[Li] (n-butyl-lithium). Solvent: CCCCCC (hexane). Reaction conditions: time 3.5 hour. The product is C=CC=C (butadiene), C=CC1=CC=CC=C1 (styrene), C=CC=C.C=CC1=CC=CC=C1 (butadiene-styrene copolymer). As a reaction SMILES: O1[CH2:5][CH2:4][CH2:3][CH2:2]1.[CH2:6]([Li])[CH2:7][CH2:8][CH3:9]>CCCCCC>[CH2:2]=[CH:3][CH:4]=[CH2:5].[CH2:2]=[CH:3][C:4]1[CH:5]=[CH:9][CH:8]=[CH:7][CH:6]=1.[CH2:2]=[CH:3][CH:4]=[CH2:5].[CH2:2]=[CH:3][C:4]1[CH:5]=[CH:9][CH:8]=[CH:7][CH:6]=1 |f:5.6|. Reported procedure: 500 ml of butadiene and 270 ml of styrene are polymerized in 2,700 ml of mineral oil (viscosity 2.3° E/50° C) in the presence of 6.0 ml of tetrahydrofuran at 50° C, by means of 10 ml of a 5% strength solution of n-butyl-lithium in hexane. The polymerization time is 3.5 hours. A random butadiene-styrene copolymer is formed, which according to the IR spectrum contains 40% of styrene and has a 1,2-vinyl content of the butadiene units of 27%, based on copolymerized butadiene. The number-average mole...